Dataset: the Open Reaction Database (ORD), a public repository of structured organic reaction records. Task: describe an organic reaction: reactants, conditions, products, and yield The solvent is C1(=CC=CC=C1)C (toluene). The reactants are C(C)(=O)N (acetamide), O=P12OP3(=O)OP(=O)(O1)OP(=O)(O2)O3 (P2O5), ClC1=CC=C(C=C1)S(=O)(=O)NCCC=1C=C(OCCC#N)C=CC1 (1-[3-[2-(4-chlorophenylsulphonylamino)-ethyl]-phenoxy]-2-cyanoethane). Procedure: 1-[3-[2-(4-chlorophenylsulphonylamino)-ethyl]-phenoxy]-2-cyanoethane, m.p. 90°-93° C. which can be prepared by heating to 110° C. for 5 hours s mixture of 3-[2-[4-chlorophenylsulphonylamino)-ethyl]-phenoxy]-acetamide (1 mol), P2O5 (2 mol) and toluene. Yield 63% of theory; m.p. 94° C. Reaction conditions: temperature 110 celsius. Isolated yield 63.0%. As a reaction SMILES: [Cl:1][C:2]1[CH:7]=[CH:6][C:5]([S:8]([NH:11][CH2:12][CH2:13][C:14]2[CH:15]=[C:16]([CH:22]=[CH:23][CH:24]=2)OCCC#N)(=[O:10])=[O:9])=[CH:4][CH:3]=1.[C:25]([NH2:28])(=O)[CH3:26].O=P12OP3(OP(OP(O3)(O1)=O)(=O)O2)=O>C1(C)C=CC=CC=1>[Cl:1][C:2]1[CH:3]=[CH:4][C:5]([S:8]([NH:11][CH2:12][CH2:13][C:14]2[CH:24]=[CH:23][C:22]([CH2:26][CH2:25][NH2:28])=[CH:16][CH:15]=2)(=[O:9])=[O:10])=[CH:6][CH:7]=1. The product is ClC1=CC=C(C=C1)S(=O)(=O)NCCC1=CC=C(C=C1)CCN (1-[4-[2-(4-Chlorophenylsulphonylamino)-ethyl]-phenyl]-2-aminoethane).